From a dataset of the Open Reaction Database (ORD), a public repository of structured organic reaction records. describe an organic reaction: reactants, conditions, products, and yield Run in [OH-].[Na+] (NaOH), CO (methanol). Yield: 96.4%. The product is CSC=1SC(C(N1)=O)=CC1=CNC2=NC=CC=C21 (2-(methylthio)-5-(1H-pyrrolo[2,3-b]pyridin-3-ylmethylene)-1,3-thiazol-4(5H)-one). The reactants are N1C=C(C=2C1=NC=CC2)C=C2C(NC(S2)=S)=O (5-(1H-pyrrolo[2,3-b]pyridin-3-ylmethylene)-2-thioxo-1,3-thiazolidin-4-one), CI (methyl iodide). Procedure: To a solution of 5-(1H-pyrrolo[2,3-b]pyridin-3-ylmethylene)-2-thioxo-1,3-thiazolidin-4-one (8 g, 30.6 mmol) in 12.6% aq. NaOH (12 mL) and methanol (80 mL), methyl iodide (2.25 mL, 36 mmol) was added and the reaction mixture stirred at RT for 4 h. Most of the solvent was distilled off and the precipitate was filtered and washed first with water, then with diethylether. The washings were concentrated and extracted with dichloromethane, dried over sodium sulphate and joined to the first solid crop.... Conditions: time 4 hour. As a reaction SMILES: [NH:1]1[C:5]2=[N:6][CH:7]=[CH:8][CH:9]=[C:4]2[C:3]([CH:10]=[C:11]2[S:15][C:14](=[S:16])[NH:13][C:12]2=[O:17])=[CH:2]1.[CH3:18]I>[OH-].[Na+].CO>[CH3:18][S:16][C:14]1[S:15][C:11](=[CH:10][C:3]2[C:4]3[C:5](=[N:6][CH:7]=[CH:8][CH:9]=3)[NH:1][CH:2]=2)[C:12](=[O:17])[N:13]=1 |f:2.3|. As a reaction SMILES: Br[C:2]1[CH:11]=[C:10]([F:12])[CH:9]=[CH:8][C:3]=1[C:4]([O:6][CH3:7])=[O:5].[NH2:13][C:14]1[CH:19]=[CH:18][CH:17]=[CH:16][CH:15]=1.C1(P(C2C=CC=CC=2)C2C=CC3C(=CC=CC=3)C=2C2C3C(=CC=CC=3)C=CC=2P(C2C=CC=CC=2)C2C=CC=CC=2)C=CC=CC=1.C([O-])([O-])=O.[Cs+].[Cs+]>C1(C)C=CC=CC=1.C([O-])(=O)C.[Pd+2].C([O-])(=O)C>[F:12][C:10]1[CH:9]=[CH:8][C:3]([C:4]([O:6][CH3:7])=[O:5])=[C:2]([NH:13][C:14]2[CH:19]=[CH:18][CH:17]=[CH:16][CH:15]=2)[CH:11]=1 |f:3.4.5,7.8.9|. The product is FC1=CC(=C(C(=O)OC)C=C1)NC1=CC=CC=C1 (methyl 4-fluoro-2-(phenylamino)benzoate). Reported procedure: Methyl 2-bromo-4-fluorobenzoate (1.00 g), aniline (0.47 mL), palladium(II) acetate (0.048 g), 2,2′-bis(diphenylphosphino)-1,1′-binaphthyl (0.214 g) and Cs2CO3 (2.08 g) in toluene (12 mL) were stirred at 90° C. for 24 hours. The reaction was concentrated and chromatographed on silica gel with 5-50% ethyl acetate/hexanes. Reactants: BrC1=C(C(=O)OC)C=CC(=C1)F (Methyl 2-bromo-4-fluorobenzoate), NC1=CC=CC=C1 (aniline), C1(=CC=CC=C1)P(C1=C(C2=CC=CC=C2C=C1)C1=C(C=CC2=CC=CC=C12)P(C1=CC=CC=C1)C1=CC=CC=C1)C1=CC=CC=C1 (2,2′-bis(diphenylphosphino)-1,1′-binaphthyl), C(=O)([O-])[O-].[Cs+].[Cs+] (Cs2CO3). The reagents and catalysts are C(C)(=O)[O-].[Pd+2].C(C)(=O)[O-] (palladium(II) acetate). Run in C1(=CC=CC=C1)C (toluene). Reactants: C1CCNCC1, CS(=O)(=O)Oc1ccc(C=O)cc1, O=C(O)CC(=O)O, c1ccncc1. Reaction SMILES: [CH2:21]1[CH2:22][CH2:23][NH:24][CH2:25][CH2:26]1.[CH:8](=[O:9])[c:10]1[cH:11][cH:12][c:13]([O:16][S:17](=[O:18])(=[O:19])[CH3:20])[cH:14][cH:15]1.[OH:1][C:2](=[O:3])[CH2:4][C:5]([OH:6])=[O:7].[cH:27]1[cH:28][cH:29][n:30][cH:31][cH:32]1>>[CH:2](=[CH:4][C:5]([OH:6])=[O:7])[c:10]1[cH:11][cH:12][c:13]([O:16][S:17](=[O:18])(=[O:19])[CH3:20])[cH:14][cH:15]1. Product: CS(=O)(=O)Oc1ccc(C=CC(=O)O)cc1.